From a dataset of the Open Reaction Database (ORD), a public repository of structured organic reaction records. describe an organic reaction: reactants, conditions, products, and yield RXN SMILES: [CH2:1]([O:3][C:4]([C:6]([CH3:19])([O:8][C:9]1[CH:10]=[C:11]([CH2:15][C:16](O)=[O:17])[CH:12]=[CH:13][CH:14]=1)[CH3:7])=[O:5])[CH3:2].[N:20]1C=CC=CC=1.C(=O)([O-])O.[NH4+].C(OC(OC(C)(C)C)=O)(OC(C)(C)C)=O>C(#N)C>[NH2:20][C:16]([CH2:15][C:11]1[CH:10]=[C:9]([CH:14]=[CH:13][CH:12]=1)[O:8][C:6]([CH3:19])([CH3:7])[C:4]([O:3][CH2:1][CH3:2])=[O:5])=[O:17] |f:2.3|. Procedure details: 3-(1-Ethoxycarbonyl-1-methylethoxy)phenylacetic acid (532 mg, 0.2 mmol) was dissolved in acetonitrile (3 mL). Subsequently, pyridine (0.1 mL, 1.24 mmol) and ammonium hydrogencarbonate (206 mg, 2.6 mmol) were added thereto, and the mixture was stirred for 10 minutes at room temperature. Thereafter, di-tert-butyl dicarbonate [Boc2O (597.2 mL, 2.6 mmol)] was added thereto, and the mixture was stirred for 14 hours. The reaction mixture was concentrated under reduced pressure, and the resultant conce... Solvent: C(C)#N (acetonitrile). Reactants: C(=O)(OC(C)(C)C)OC(=O)OC(C)(C)C (di-tert-butyl dicarbonate), N1=CC=CC=C1 (pyridine), C(O)([O-])=O.[NH4+] (ammonium hydrogencarbonate), C(C)OC(=O)C(C)(OC=1C=C(C=CC1)CC(=O)O)C (3-(1-Ethoxycarbonyl-1-methylethoxy)phenylacetic acid). Run at time 10 minute. Yields the product NC(=O)CC=1C=C(OC(C(=O)OCC)(C)C)C=CC1 (Ethyl 2-(3-Aminocarbonylmethylphenoxy)-2-methylpropionate). The reactants are CC1=NN=NN1C1=C(C(=O)O)C=CC=C1 (2-(5-methyl-1H-tetrazol-1-yl)benzoic acid), C([O-])([O-])=O.[K+].[K+] (Potassium carbonate), ICC (Iodoethane). The solvent is CC(=O)C (Acetone). Reaction conditions: time 8 hour. Product: C(C)OC(C1=C(C=CC=C1)N1N=NN=C1C)=O (ethyl-2-(5-methyl-1H-tetrazol-1-yl)benzoate). Isolated yield 87.5%. As a reaction SMILES: [CH3:1][C:2]1[N:6]([C:7]2[CH:15]=[CH:14][CH:13]=[CH:12][C:8]=2[C:9]([OH:11])=[O:10])[N:5]=[N:4][N:3]=1.C(=O)([O-])[O-].[K+].[K+].I[CH2:23][CH3:24]>CC(C)=O>[CH2:23]([O:10][C:9](=[O:11])[C:8]1[CH:12]=[CH:13][CH:14]=[CH:15][C:7]=1[N:6]1[C:2]([CH3:1])=[N:3][N:4]=[N:5]1)[CH3:24] |f:1.2.3|. Procedure details: Acetone (3.2 L) and 2-(5-methyl-1H-tetrazol-1-yl)benzoic acid (228 g) were combined then stirred at ambient temperature for 15 minutes. Potassium carbonate (228 g) was added to the reaction mixture in a single portion. Iodoethane (366.8 g) was added dropwise to the reaction mixture producing a slight exotherm. The reaction mixture was heated at reflux for about 4 hours then stirred overnight while cooling to ambient temperature. The precipitated salts were removed by filtration then rinsed with ...